From a dataset of the Open Reaction Database (ORD), a public repository of structured organic reaction records. describe an organic reaction: reactants, conditions, products, and yield Reactants: purine nucleoside, [C@@H]1(C[C@H](O)[C@@H](CO)O1)N1C(=O)NC(=O)C(C)=C1 (thymidine), NC1=NC(=C2N=CNC2=N1)OCC1=CC=CC=C1 (2-Amino-6-benzyloxy-9H-purine), [C@@H]1(C[C@H](O)[C@@H](CO)O1)N1C(=O)NC(=O)C(C)=C1 (thymidine), [N-]=[N+]=[N-].[K+] (potassium azide), purine nucleoside, F[C@H]1C[C@@H](O[C@@H]1CO)N1C(=O)NC(=O)C=C1 (2',3'-dideoxy-3'-fluorouridine), [N-]=[N+]=[N-].[K+] (potassium azide), [C@@H]1(C[C@H](O)[C@@H](CO)O1)N1C(=O)NC(=O)C(C)=C1 (thymidine). Solvent: P(=O)([O-])([O-])[O-].[K+].[K+].[K+] (potassium phosphate), P(=O)([O-])([O-])[O-].[K+].[K+].[K+] (potassium phosphate). Conditions: temperature 37 celsius, time 24 hour. Product: NC1=NC(=C2N=CN(C2=N1)[C@H]1C[C@@H]([C@H](O1)CO)F)OCC1=CC=CC=C1 (2-amino-6-benzyloxy-9-(2,3-dideoxy-3-fluoro-β-D-erythro-pentofuranosyl)-9H-purine). Isolated yield 62.0%. Reaction SMILES: [NH2:1][C:2]1[N:10]=[C:9]2[C:5]([N:6]=[CH:7][NH:8]2)=[C:4]([O:11][CH2:12][C:13]2[CH:18]=[CH:17][CH:16]=[CH:15][CH:14]=2)[N:3]=1.[F:19][C@@H:20]1[C@@H:24]([CH2:25][OH:26])[O:23][C@@H:22](N2C=CC(=O)NC2=O)[CH2:21]1.[N-]=[N+]=[N-].[K+].[C@@H]1(N2C=C(C)C(=O)NC2=O)O[C@H](CO)[C@@H](O)C1>P([O-])([O-])([O-])=O.[K+].[K+].[K+]>[NH2:1][C:2]1[N:10]=[C:9]2[C:5]([N:6]=[CH:7][N:8]2[C@@H:22]2[O:23][C@H:24]([CH2:25][OH:26])[C@@H:20]([F:19])[CH2:21]2)=[C:4]([O:11][CH2:12][C:13]2[CH:14]=[CH:15][CH:16]=[CH:17][CH:18]=2)[N:3]=1 |f:2.3,5.6.7.8|. Reported procedure: 2-Amino-6-benzyloxy-9H-purine (0.60 g 2.5 mmoles) and 2',3'-dideoxy-3'-fluorouridine (0.5 g 2.2 mmoles) were suspended in potassium phosphate buffer (10 mM) 50 ml, pH 6.8, containing 0.04% potassium azide. Purified purine nucleoside phosphorylase (1070) I.U.) and thymidine phosphorylase (400 I.U.) (Krenitsky et al, Biochemistry, 20, 3615 (1981) and U.S. Pat. No. 4,381,344) were added to the reaction mixture and the suspension stirred at 37° C. After 24 hours, additional thymidine phosphorylase (... The reactants are [Cl-].[NH4+] (ammonium chloride), alcohol, NC1=C(OCC(CN)O)C=C(C=C1)[N+](=O)[O-] (1-(2'-amino-5'-nitrophenoxy)-3-aminopropan-2-ol). Reagents/catalysts: [Zn] (zinc). Solvent: O (water). The product is Cl.Cl.Cl.NC1=C(OCC(CN)O)C=C(C=C1)N (1-(2',5'-diaminophenoxy)-3-aminopropan-2-ol trihydrochloride). As a reaction SMILES: [Cl-:1].[NH4+].[NH2:3][C:4]1[CH:15]=[CH:14][C:13]([N+:16]([O-])=O)=[CH:12][C:5]=1[O:6][CH2:7][CH:8]([OH:11])[CH2:9][NH2:10]>O.[Zn]>[ClH:1].[ClH:1].[ClH:1].[NH2:3][C:4]1[CH:15]=[CH:14][C:13]([NH2:16])=[CH:12][C:5]=1[O:6][CH2:7][CH:8]([OH:11])[CH2:9][NH2:10] |f:0.1,5.6.7.8|. Reported procedure: 7.5 g of zinc powder and a solution of 0.3 g of ammonium chloride in 1.5 ml of water are added to 15 ml to 96° strength alcohol. The mixture is heated to the reflux temperature, with stirring, and 0.015 mol (3.4 g) of the 1-(2'-amino-5'-nitrophenoxy)-3-aminopropan-2-ol prepared according to Example 5 is then added gradually so as to maintain the reflux without external heating. When the addition has ended, the reflux is maintained for 5 minutes and the boiling reaction medium is then filtered in...